Dataset: the Open Reaction Database (ORD), a public repository of structured organic reaction records. Task: describe an organic reaction: reactants, conditions, products, and yield Reactants: [N+](=O)([O-])C1=C(NCC2=CC=C(C=C2)C(F)(F)F)C=CC(=C1)OCC1=NC2=CC=CC=C2C=C1 (2-nitro-4-(quinolin-2-ylmethoxy)-N-(4-(trifluoromethyl)benzyl)aniline), CCN(C(C)C)C(C)C (DIPEA). The reagents and catalysts are [Pt] (platinum on carbon). The solvent is C1CCOC1 (THF). Conditions: time 16 hour. Product: N1=C(C=CC2=CC=CC=C12)COC=1C=C(C(=CC1)NCC1=CC=C(C=C1)C(F)(F)F)N (4-(Quinolin-2-ylmethoxy)-N1-(4-(trifluoromethyl)benzyl)benzene-1,2-diamine). As a reaction SMILES: [N+:1]([C:4]1[CH:21]=[C:20]([O:22][CH2:23][C:24]2[CH:33]=[CH:32][C:31]3[C:26](=[CH:27][CH:28]=[CH:29][CH:30]=3)[N:25]=2)[CH:19]=[CH:18][C:5]=1[NH:6][CH2:7][C:8]1[CH:13]=[CH:12][C:11]([C:14]([F:17])([F:16])[F:15])=[CH:10][CH:9]=1)([O-])=O.CCN(C(C)C)C(C)C>[Pt].C1COCC1>[N:25]1[C:26]2[C:31](=[CH:30][CH:29]=[CH:28][CH:27]=2)[CH:32]=[CH:33][C:24]=1[CH2:23][O:22][C:20]1[CH:21]=[C:4]([NH2:1])[C:5]([NH:6][CH2:7][C:8]2[CH:13]=[CH:12][C:11]([C:14]([F:16])([F:17])[F:15])=[CH:10][CH:9]=2)=[CH:18][CH:19]=1. Procedure: To a 50 mL round-bottomed flask were added a stir bar, 2-nitro-4-(quinolin-2-ylmethoxy)-N-(4-(trifluoromethyl)benzyl)aniline (310 mg, 0.69 mmol), THF (6.9 mL), and DIPEA (60 μL, 0.3 mmol) followed by 5% platinum on carbon (15 mg, 0.08 mmol). The reaction vessel was evacuated and then placed under one atmosphere of hydrogen for 16 h. The mixture was then flushed with N2 and filtered through a pad of Celite. The Celite was then rinsed with additional THF (25 mL). The resulting solution was concent... The reactants are BrC1=CC=C2CCC(C2=C1)=O (6-bromo-1-indanone), O (water), CC(C=C)O (3-buten-2-ol), C1(=CC=C(C=C1)S(=O)(=O)O)C (p-toluenesulfonic acid). The solvent is COC(C)(C)OC (2,2-dimethoxypropane). Product: C(C=CC)C1C(C2=CC(=CC=C2C1)Br)=O ((RS)-2-(2-buten-1-yl)-6-bromo-1-indanone). Yield: 78.0%. As a reaction SMILES: [Br:1][C:2]1[CH:10]=[C:9]2[C:5]([CH2:6][CH2:7][C:8]2=[O:11])=[CH:4][CH:3]=1.[CH3:12][CH:13](O)[CH:14]=[CH2:15].C1(C)C=CC(S(O)(=O)=O)=CC=1.O>COC(OC)(C)C>[CH2:12]([CH:7]1[CH2:6][C:5]2[C:9](=[CH:10][C:2]([Br:1])=[CH:3][CH:4]=2)[C:8]1=[O:11])[CH:13]=[CH:14][CH3:15]. Reported procedure: A solution of 10.0 g of 6-bromo-1-indanone, 9.79 ml of 3-buten-2-ol and 100 mg of p-toluenesulfonic acid in 100 ml of 2,2-dimethoxypropane was boiled under reflux for 71 hours on a water separator filled with molecular sieve (0.4 nm, 2 mm pearl shaped). The reaction mixture was subsequently concentrated in a vacuum and purified by column chromatography on silica gel (hexane/diethyl ether 1:1). In addition to 3.07 g of educt, there were obtained 9.86 g (78%) of (RS)-2-(2-buten-1-yl)-6-bromo-1-ind... Reactants: C1(=CC=CC=C1)N1N=C(C2=CC=CC=C12)N1CCNCC1 (1-phenyl-3-(1-piperazinyl)-1H-indazole), [N+](=O)([O-])NC(=O)N (nitrourea), CN(C=O)C (dimethylformamide). The solvent is O (water). Yields the product C1(=CC=CC=C1)N1N=C(C2=CC=CC=C12)N1CCN(CC1)C(=O)N (4-(1-phenyl-1H-indazol-3-yl)-1-piperazine carboxamide). The yield is 54.8%. Reaction SMILES: [C:1]1([N:7]2[C:15]3[C:10](=[CH:11][CH:12]=[CH:13][CH:14]=3)[C:9]([N:16]3[CH2:21][CH2:20][NH:19][CH2:18][CH2:17]3)=[N:8]2)[CH:6]=[CH:5][CH:4]=[CH:3][CH:2]=1.[N+]([NH:25][C:26](N)=[O:27])([O-])=O.CN(C)C=O>O>[C:1]1([N:7]2[C:15]3[C:10](=[CH:11][CH:12]=[CH:13][CH:14]=3)[C:9]([N:16]3[CH2:21][CH2:20][N:19]([C:26]([NH2:25])=[O:27])[CH2:18][CH2:17]3)=[N:8]2)[CH:2]=[CH:3][CH:4]=[CH:5][CH:6]=1. Procedure details: A mixture of 4.9 g of 1-phenyl-3-(1-piperazinyl)-1H-indazole, 5.1 g of nitrourea, and 80 ml of dimethylformamide was heated on a steam bath for 15 minutes. The reaction mixture was then poured into water and the resulting precipitate was recrystallized from ethyl acetate (2×) to yield 3.1 g (57%) of 4-(1-phenyl-1H-indazol-3-yl)-1-piperazine carboxamide, m.p. 151°-153°. The reactants are CCOC=C(C(=O)OCC)C(=O)OCC, CC(=O)N1CCN(c2nc(N)ccc2F)CC1. Product: CCOC(=O)C(=CNc1ccc(F)c(N2CCN(C(C)=O)CC2)n1)C(=O)OCC. RXN SMILES: [CH2:18]([O:19][CH:21]=[C:22]([C:23](=[O:24])[O:25][CH2:26][CH3:27])[C:28](=[O:29])[O:30][CH2:31][CH3:32])[CH3:20].[NH2:1][c:2]1[cH:3][cH:4][c:5]([F:17])[c:6]([N:8]2[CH2:9][CH2:10][N:11]([C:14]([CH3:15])=[O:16])[CH2:12][CH2:13]2)[n:7]1>>[NH:1]([c:2]1[cH:3][cH:4][c:5]([F:17])[c:6]([N:8]2[CH2:9][CH2:10][N:11]([C:14]([CH3:15])=[O:16])[CH2:12][CH2:13]2)[n:7]1)[CH:21]=[C:22]([C:23](=[O:24])[O:25][CH2:26][CH3:27])[C:28](=[O:29])[O:30][CH2:31][CH3:32]. Starting materials: C(#N)C1=CC=C(C=C1)NC=1C=NC=NC1 (5-[N-(4-cyanophenyl)amino]pyrimidine), FC=1C=C(CBr)C=CC1F (3,4-difluorobenzyl bromide). The product is C(#N)C1=CC=C(C=C1)N(CC1=CC(=C(C=C1)F)F)C=1C=NC=NC1 (5-[N-(4-Cyanophenyl)-N-(3,4-difluorobenzyl)amino]pyrimidine). As a reaction SMILES: [C:1]([C:3]1[CH:8]=[CH:7][C:6]([NH:9][C:10]2[CH:11]=[N:12][CH:13]=[N:14][CH:15]=2)=[CH:5][CH:4]=1)#[N:2].[F:16][C:17]1[CH:18]=[C:19]([CH:22]=[CH:23][C:24]=1[F:25])[CH2:20]Br>>[C:1]([C:3]1[CH:8]=[CH:7][C:6]([N:9]([C:10]2[CH:15]=[N:14][CH:13]=[N:12][CH:11]=2)[CH2:20][C:19]2[CH:22]=[CH:23][C:24]([F:25])=[C:17]([F:16])[CH:18]=2)=[CH:5][CH:4]=1)#[N:2]. Reported procedure: Starting compounds: 5-[N-(4-cyanophenyl)amino]pyrimidine and 3,4-difluorobenzyl bromide Reactants: C=C(CC(=O)OC)C(=O)[O-], CO, [Na+], Sc1ccc2ccccc2c1. Yields the product COC(=O)CC(CSc1ccc2ccccc2c1)C(=O)O. Reaction SMILES: [CH3:12][O:13][C:14](=[O:15])[CH2:16][C:17]([C:18](=[O:19])[O-:20])=[CH2:21].[CH3:23][OH:24].[Na+:22].[cH:1]1[c:2]([SH:11])[cH:3][cH:4][c:5]2[cH:6][cH:7][cH:8][cH:9][c:10]12>>[cH:1]1[c:2]([S:11][CH2:21][CH:17]([CH2:16][C:14]([O:13][CH3:12])=[O:15])[C:18](=[O:19])[OH:20])[cH:3][cH:4][c:5]2[cH:6][cH:7][cH:8][cH:9][c:10]12.